This data is from the Open Reaction Database (ORD), a public repository of structured organic reaction records. The task is: describe an organic reaction: reactants, conditions, products, and yield The reactants are Br.ClC1=C(C=C(C=C1)C1(N(C(SC1)=NCC1CCCC1)C)O)S(N)(=O)=O (4-(4-chloro-3-sulfamoylphenyl)-2-cyclopentylmethylimino-3-methyl-1,3-thiazolidine-4-ol-hydrobromide), C([O-])(O)=O.[Na+] (sodium bicarbonate). The product is ClC1=C(C=C(C=C1)C1(N(C(SC1)=NCC1CCCC1)C)O)S(N)(=O)=O (4-(4-Chloro-3-sulfamoylphenyl)-2-cyclopentylmethylimino-3-methyl-1,3-thiazolidine-4-ol). RXN SMILES: Br.[Cl:2][C:3]1[CH:8]=[CH:7][C:6]([C:9]2([OH:22])[CH2:13][S:12][C:11](=[N:14][CH2:15][CH:16]3[CH2:20][CH2:19][CH2:18][CH2:17]3)[N:10]2[CH3:21])=[CH:5][C:4]=1[S:23](=[O:26])(=[O:25])[NH2:24].C(=O)(O)[O-].[Na+]>>[Cl:2][C:3]1[CH:8]=[CH:7][C:6]([C:9]2([OH:22])[CH2:13][S:12][C:11](=[N:14][CH2:15][CH:16]3[CH2:20][CH2:19][CH2:18][CH2:17]3)[N:10]2[CH3:21])=[CH:5][C:4]=1[S:23](=[O:25])(=[O:26])[NH2:24] |f:0.1,2.3|. Procedure details: 6 g of 4-(4-chloro-3-sulfamoylphenyl)-2-cyclopentylmethylimino-3-methyl-1,3-thiazolidine-4-ol-hydrobromide were reacted according to the prescription given in Example 2c) with sodium bicarbonate. Colorless solid body: decomposition beginning at 115° C γC=N 1615 cm-1.